From a dataset of the Open Reaction Database (ORD), a public repository of structured organic reaction records. describe an organic reaction: reactants, conditions, products, and yield Reactants: N#CC1=NC=CC=N1, [Zn].O=S(O)C(C)C. The reagents and catalysts are OOC(C)(C)C. Run in O, O=S(C)C. Reaction conditions: temperature 50 celsius, time 18 hour. The product is N#CC1=NC=C(C=N1)C(C)C, N#CC1=NC=CC(=N1)C(C)C. Yield: 15.0%. Reactants: CC=1C(C=C(C(C1C(CC(=O)O)(C)C)=O)C)=O (3-(2,5-dimethyl-1,4-benzoquinonyl)-3-methylbutyric acid), ClCCN(C1=CC=C(C=C1)O)CCCl (4-[bis(2-chloroethyl)amino]phenol). Yields the product CC=1C(C=C(C(C1C(CC(=O)OC1=CC=C(C=C1)N(CCCl)CCCl)(C)C)=O)C)=O (4-[bis(2-chloroethyl)amino]phenyl 3-(2,5-dimethyl-1,4-benzoquinonyl)-3-methylbutyrate). The yield is 9.0%. As a reaction SMILES: [CH3:1][C:2]1[C:3](=[O:17])[CH:4]=[C:5]([CH3:16])[C:6](=[O:15])[C:7]=1[C:8]([CH3:14])([CH3:13])[CH2:9][C:10]([OH:12])=[O:11].[Cl:18][CH2:19][CH2:20][N:21]([CH2:29][CH2:30][Cl:31])[C:22]1[CH:27]=[CH:26][C:25](O)=[CH:24][CH:23]=1>>[CH3:1][C:2]1[C:3](=[O:17])[CH:4]=[C:5]([CH3:16])[C:6](=[O:15])[C:7]=1[C:8]([CH3:13])([CH3:14])[CH2:9][C:10]([O:12][C:25]1[CH:24]=[CH:23][C:22]([N:21]([CH2:20][CH2:19][Cl:18])[CH2:29][CH2:30][Cl:31])=[CH:27][CH:26]=1)=[O:11]. Procedure: Using an analogous procedure to that described in Example 5, 3-(2,5-dimethyl-1,4-benzoquinonyl)-3-methylbutyric acid was reacted with 4-[bis(2-chloroethyl)amino]phenol to give 4-[bis(2-chloroethyl)amino]phenyl 3-(2,5-dimethyl-1,4-benzoquinonyl)-3-methylbutyrate as a solid in 9% yield; NMR Spectrun: (CDCl3) 1.52 (s, 6H), 1.98 (m, 3H), 2.16 (s, 3H), 3.2 (s, 2H), 3.55-3.73 (m, 8H), 6.42 (m, 1 H), 6.6-6.9 (m, 4H); Mass Spectrum: (M+H+) 452.